From a dataset of the Open Reaction Database (ORD), a public repository of structured organic reaction records. describe an organic reaction: reactants, conditions, products, and yield Reactants: Cl (hydrochloric acid), CN(CC1=CC=C(C=C1)OCC=1N=C(OC1C)C1=CC=CC=C1)C=1SC(=C(N1)C1=CC=CC=C1)CCC(=O)OC (methyl 3-[2-[N-methyl-N-[4-(5-methyl-2-phenyl-4-oxazolylmethoxy)benzyl]amino]-4-phenyl-5-thiazolyl]propionate), [OH-].[Na+] (sodium hydroxide), O1CCCC1 (tetrahydrofuran). The solvent is CO (methanol), O (water). Conditions: time 1 hour. Yields the product Cl.CN(CC1=CC=C(C=C1)OCC=1N=C(OC1C)C1=CC=CC=C1)C=1SC(=C(N1)C1=CC=CC=C1)CCC(=O)O (3-[2-[N-methyl-N-[4-(5-methyl-2-phenyl-4-oxazolylmethoxy)benzyl]amino]-4-phenyl-5-thiazolyl]propionic acid hydrochloride). The yield is 46.0%. Reaction SMILES: [CH3:1][N:2]([C:24]1[S:25][C:26]([CH2:35][CH2:36][C:37]([O:39]C)=[O:38])=[C:27]([C:29]2[CH:34]=[CH:33][CH:32]=[CH:31][CH:30]=2)[N:28]=1)[CH2:3][C:4]1[CH:9]=[CH:8][C:7]([O:10][CH2:11][C:12]2[N:13]=[C:14]([C:18]3[CH:23]=[CH:22][CH:21]=[CH:20][CH:19]=3)[O:15][C:16]=2[CH3:17])=[CH:6][CH:5]=1.[OH-].[Na+].O1CCCC1.[ClH:48]>O.CO>[ClH:48].[CH3:1][N:2]([C:24]1[S:25][C:26]([CH2:35][CH2:36][C:37]([OH:39])=[O:38])=[C:27]([C:29]2[CH:30]=[CH:31][CH:32]=[CH:33][CH:34]=2)[N:28]=1)[CH2:3][C:4]1[CH:9]=[CH:8][C:7]([O:10][CH2:11][C:12]2[N:13]=[C:14]([C:18]3[CH:23]=[CH:22][CH:21]=[CH:20][CH:19]=3)[O:15][C:16]=2[CH3:17])=[CH:6][CH:5]=1 |f:1.2,7.8|. Procedure details: A mixture of methyl 3-[2-[N-methyl-N-[4-(5-methyl-2-phenyl-4-oxazolylmethoxy)benzyl]amino]-4-phenyl-5-thiazolyl]propionate (570 mg), 1N aqueous sodium hydroxide solution (2 ml), tetrahydrofuran (5 ml) and methanol (5 ml) was stirred at room temperature for 1 hr. The reaction mixture was poured into water, neutralized with 2N hydrochloric acid and extracted with ethyl acetate. The ethyl acetate layer was washed with water, dried (MgSO4) and concentrated. The residue was dissolved in diethyl ether... The reactants are ClC1=CC=C2C=C(N(C2=C1)C)C=1C=C(C=NC1)CN (C-[5-(6-Chloro-1-methyl-1H-indol-2-yl)-pyridin-3-yl]-methylamine), FC(CS(=O)(=O)Cl)(F)F (2,2,2-trifluoro-ethanesulfonyl chloride). Product: ClC1=CC=C2C=C(N(C2=C1)C)C=1C=C(C=NC1)CNS(=O)(=O)CC(F)(F)F (2,2,2-trifluoro-ethanesulfonic acid [5-(6-chloro-1-methyl-1H-indol-2-yl)-pyridin-3-ylmethyl]-amide). RXN SMILES: [Cl:1][C:2]1[CH:10]=[C:9]2[C:5]([CH:6]=[C:7]([C:12]3[CH:13]=[C:14]([CH2:18][NH2:19])[CH:15]=[N:16][CH:17]=3)[N:8]2[CH3:11])=[CH:4][CH:3]=1.[F:20][C:21]([F:28])([F:27])[CH2:22][S:23](Cl)(=[O:25])=[O:24]>>[Cl:1][C:2]1[CH:10]=[C:9]2[C:5]([CH:6]=[C:7]([C:12]3[CH:13]=[C:14]([CH2:18][NH:19][S:23]([CH2:22][C:21]([F:28])([F:27])[F:20])(=[O:25])=[O:24])[CH:15]=[N:16][CH:17]=3)[N:8]2[CH3:11])=[CH:4][CH:3]=1. Procedure: C-[5-(6-Chloro-1-methyl-1H-indol-2-yl)-pyridin-3-yl]-methylamine (Example 205a) and 2,2,2-trifluoro-ethanesulfonyl chloride are processed according to the method described in Example 186f to give 2,2,2-trifluoro-ethanesulfonic acid [5-(6-chloro-1-methyl-1H-indol-2-yl)-pyridin-3-ylmethyl]-amide. 1H NMR (400 MHz, MeOD) δ ppm 3.75 (d, J=0.6 Hz, 3H), 4.16-4.28 (m, 2H), 4.44 (s, 2H), 6.67 (s, 1H), 7.07 (ddd, J=8.4, 1.8, 0.8 Hz, 1H), 7.50 (s, 1H), 7.55 (d, J=8.3 Hz, 1H), 8.04 (d, J=0.6 Hz, 1H), 8.58 (... The reactants are Cn1nc(-c2ccc(C(F)(F)F)cc2)cc1CC#N, CCO, Cl, [Na+], [OH-], O. Product: Cn1nc(-c2ccc(C(F)(F)F)cc2)cc1CC(=O)O. Reaction SMILES: [CH3:1][n:2]1[n:3][c:4](-[c:10]2[cH:11][cH:12][c:13]([C:16]([F:17])([F:18])[F:19])[cH:14][cH:15]2)[cH:5][c:6]1[CH2:7][C:8]#[N:9].[CH3:24][CH2:25][OH:26].[ClH:23].[Na+:21].[OH-:20].[OH2:22]>>[CH3:1][n:2]1[n:3][c:4](-[c:10]2[cH:11][cH:12][c:13]([C:16]([F:17])([F:18])[F:19])[cH:14][cH:15]2)[cH:5][c:6]1[CH2:7][C:8](=[O:20])[OH:22].